From a dataset of the Open Reaction Database (ORD), a public repository of structured organic reaction records. describe an organic reaction: reactants, conditions, products, and yield The reactants are ClC(Cl)(OC(OC(Cl)(Cl)Cl)=O)Cl (triphosgene), CN(NC(=O)NC(C)C1=CC(=CC=C1)C1=CC=CC=C1)C (1,1-dimethyl-4-{1-(3-phenylphenyl)ethyl}semicarbazide), C(C)(=O)OCC (ethyl acetate), compound 12. The solvent is C(Cl)Cl (methylene chloride), C(Cl)Cl (methylene chloride). Conditions: time 1 hour. The product is ClC=1N(C(N(N1)C)=O)C(C)C1=CC(=CC=C1)C1=CC=CC=C1 (5-chloro-2-methyl-4-{1-(3-phenylphenyl)ethyl}-2,4-dihydro-3H-1,2,4-triazol-3-one). Reaction SMILES: Cl[C:2]([Cl:12])(OC(=O)OC(Cl)(Cl)Cl)Cl.C[N:14](C)[NH:15][C:16]([NH:18][CH:19]([C:21]1[CH:26]=[CH:25][CH:24]=[C:23]([C:27]2[CH:32]=[CH:31][CH:30]=[CH:29][CH:28]=2)[CH:22]=1)[CH3:20])=[O:17].[C:34](OCC)(=O)C>C(Cl)Cl>[Cl:12][C:2]1[N:18]([CH:19]([C:21]2[CH:26]=[CH:25][CH:24]=[C:23]([C:27]3[CH:32]=[CH:31][CH:30]=[CH:29][CH:28]=3)[CH:22]=2)[CH3:20])[C:16](=[O:17])[N:15]([CH3:34])[N:14]=1. Procedure details: To a solution of 4.33 g (14.6 mmol) of triphosgene in 15 ml of methylene chloride was added dropwise a solution of 2.07 g (7.30 mmol) of 1,1-dimethyl-4-{1-(3-phenylphenyl)ethyl}semicarbazide (produced in the following Reference Production Example 7) in 20 ml of methylene chloride with ice-cooling. The mixture was removed from an ice bath, warmed to room temperature and heated under reflux for 4 hours. After allowing to cool to room temperature, the reaction mixture was poured into 150 ml of an a...